Task: describe an organic reaction: reactants, conditions, products, and yield. Dataset: the Open Reaction Database (ORD), a public repository of structured organic reaction records Starting materials: FC(C(/C=C/[C@@H]1[C@H](C(C[C@H]1OCC1=CC=CC=C1)=O)C\C=C/CCCC(=O)O)=O)(CCCC)F ((Z)-7-[(1R,2R,3R)-2-((E)-4,4-difluoro-3-oxo-1-octenyl)-3-(phenylmethoxy)-5-oxocyclopentyl]-5-heptenoic acid). The reagents and catalysts are [Pd] (palladium on carbon). Run in C(C)(=O)OCC (ethyl acetate). Run at time 10 hour. Yields the product CCCCC([C@]1(CC[C@H]2[C@H](O1)CC(=O)[C@@H]2CCCCCCC(=O)O)O)(F)F (Lubiprostone). The yield is 70.0%. RXN SMILES: [F:1][C:2]([F:34])([CH2:30][CH2:31][CH2:32][CH3:33])[C:3](=[O:29])/[CH:4]=[CH:5]/[C@H:6]1[C@H:10]([O:11]CC2C=CC=CC=2)[CH2:9][C:8](=[O:19])[C@@H:7]1[CH2:20]/[CH:21]=[CH:22]\[CH2:23][CH2:24][CH2:25][C:26]([OH:28])=[O:27]>C(OCC)(=O)C.[Pd]>[CH3:33][CH2:32][CH2:31][CH2:30][C:2]([F:34])([F:1])[C@:3]1([OH:29])[O:11][C@@H:10]2[CH2:9][C:8]([C@H:7]([CH2:20][CH2:21][CH2:22][CH2:23][CH2:24][CH2:25][C:26]([OH:28])=[O:27])[C@H:6]2[CH2:5][CH2:4]1)=[O:19]. Procedure details: To a solution of (Z)-7-[(1R,2R,3R)-2-((E)-4,4-difluoro-3-oxo-1-octenyl)-3-(phenylmethoxy)-5-oxocyclopentyl]-5-heptenoic acid (10, R1 is phenyl, R2 and R3 are H, R6 is H, and the S/D bond between the carbon at position 9b1 and the carbon at position 9b2 is a double bond, 50 mg) in ethyl acetate (5 mL), was added 10% palladium on carbon (5 mg) and the suspension was hydrogenated at atmospheric pressure for 10 hours. After the completion of the reaction, the mixture was filtered through Celite® and... Starting materials: C(C1=CC=CC=C1)Br (benzyl bromide), FC=1C=CC=C2C=3C(CCCC3NC12)=O (8-Fluoro-1,2,3,9-tetrahydro-4H-carbazol-4-one), CCCCC (pentane), [H-].[Na+] (NaH). The solvent is CN(C)C=O (DMF). Conditions: time 20 minute. Yields the product C(C1=CC=CC=C1)N1C2=C(C=CC=C2C=2C(CCCC12)=O)F (9-Benzyl-8-fluoro-1,2,3,9-tetrahydro-4H-carbazol-4-one). Yield: 69.7%. As a reaction SMILES: [F:1][C:2]1[CH:3]=[CH:4][CH:5]=[C:6]2[C:14]=1[NH:13][C:12]1[CH2:11][CH2:10][CH2:9][C:8](=[O:15])[C:7]2=1.CCCCC.[H-].[Na+].[CH2:23](Br)[C:24]1[CH:29]=[CH:28][CH:27]=[CH:26][CH:25]=1>CN(C=O)C>[CH2:23]([N:13]1[C:12]2[CH2:11][CH2:10][CH2:9][C:8](=[O:15])[C:7]=2[C:6]2[C:14]1=[C:2]([F:1])[CH:3]=[CH:4][CH:5]=2)[C:24]1[CH:29]=[CH:28][CH:27]=[CH:26][CH:25]=1 |f:2.3|. Procedure details: 8-Fluoro-1,2,3,9-tetrahydro-4H-carbazol-4-one (2.23 g, 0.011 mol) is added to a slurry of pentane-washed NaH (0.59 g, 0.015 mol) in DMF (18 mL) and after stirring for 20 min, benzyl bromide (1.7 mL, 0.014 mol) is added. The mixture is stirred for 1 h at which time the mixture is partitioned between water and ethyl acetate. The combined organic layers are dried over sodium sulfate and concentrated to dryness. The resulting residue is chromatographed on silica gel (200 mL) using methanol/dichlorom... Product: OCC1(c2ccc(Nc3nc(N4CCOCC4)nc4c3CCC4)cc2)CCCC1. RXN SMILES: [Al+3:2].[H-:1].[H-:4].[H-:5].[H-:6].[Li+:3].[O:37]1[CH2:38][CH2:39][CH2:40][CH2:41]1.[O:7]1[CH2:8][CH2:9][N:10]([c:13]2[n:14][c:15]3[c:16]([c:17]([NH:19][c:20]4[cH:21][cH:22][c:23]([C:26]5([C:31](=[O:32])[OH:33])[CH2:27][CH2:28][CH2:29][CH2:30]5)[cH:24][cH:25]4)[n:18]2)[CH2:34][CH2:35][CH2:36]3)[CH2:11][CH2:12]1>>[O:7]1[CH2:8][CH2:9][N:10]([c:13]2[n:14][c:15]3[c:16]([c:17]([NH:19][c:20]4[cH:21][cH:22][c:23]([C:26]5([CH2:31][OH:32])[CH2:27][CH2:28][CH2:29][CH2:30]5)[cH:24][cH:25]4)[n:18]2)[CH2:34][CH2:35][CH2:36]3)[CH2:11][CH2:12]1. Starting materials: [Al+3], [H-], [H-], [H-], [H-], [Li+], C1CCOC1, O=C(O)C1(c2ccc(Nc3nc(N4CCOCC4)nc4c3CCC4)cc2)CCCC1. Reactants: CNS(=O)(=O)C1=CC=C(C=C1)C (N-methyl-p-toluenesulfonamide), ClC1=NC(=CC=C1)C(=C)CCl (2-chloro-6-(l-chloromethylvinyl)pyridine), aqueous solution, [OH-].[Na+] (sodium hydroxide), C1(=CC=CC=C1)C (toluene). The reagents and catalysts are [Br-].C(CCC)[N+](CCCC)(CCCC)CCCC (tetra-n-butylammonium bromide). Reaction conditions: temperature 80 celsius, time 3 hour. Yields the product CN(S(=O)(=O)C1=CC=C(C=C1)C)CC(=C)C1=NC(=CC=C1)C (3-[N-methyl-N-(p-toluenesulfonyl)amino]-2-(6-methylpyridin- 2-yl)propene). RXN SMILES: [CH3:1][NH:2][S:3]([C:6]1[CH:11]=[CH:10][C:9]([CH3:12])=[CH:8][CH:7]=1)(=[O:5])=[O:4].Cl[C:14]1[CH:19]=[CH:18][CH:17]=[C:16]([C:20]([CH2:22]Cl)=[CH2:21])[N:15]=1.[OH-].[Na+].[C:26]1(C)C=CC=CC=1>[Br-].C([N+](CCCC)(CCCC)CCCC)CCC>[CH3:1][N:2]([CH2:22][C:20]([C:16]1[CH:17]=[CH:18][CH:19]=[C:14]([CH3:26])[N:15]=1)=[CH2:21])[S:3]([C:6]1[CH:11]=[CH:10][C:9]([CH3:12])=[CH:8][CH:7]=1)(=[O:4])=[O:5] |f:2.3,5.6|. Procedure: To a mixture of 1.48 g of N-methyl-p-toluenesulfonamide, 1.0 g of 2-chloro-6-(l-chloromethylvinyl)pyridine (Compound No. I - 3), 0.05 g of tetra-n-butylammonium bromide and 15 ml of toluene, 4.3 g of an aqueous solution of 40% sodium hydroxide was added, and the whole mixture was stirred at 80° C. for 3 hours. The reaction mixture was subsequently washed with water and brine and dried over anhydrous potassium carbonate. After the solvent was distilled off, the residue was purified by silica gel ... Starting materials: N#CCBr, O=C([O-])[O-], CN(C)C=O, [K+], [K+], NC(=O)Nc1[nH]c(-c2ccccc2O)cc1C(N)=O, O. RXN SMILES: [Br:26][CH2:27][C:28]#[N:29].[C:20](=[O:21])([O-:22])[O-:23].[CH3:31][N:32]([CH3:33])[CH:34]=[O:35].[K+:24].[K+:25].[NH2:1][C:2](=[O:3])[NH:4][c:5]1[nH:6][c:7](-[c:13]2[c:14]([OH:19])[cH:15][cH:16][cH:17][cH:18]2)[cH:8][c:9]1[C:10](=[O:11])[NH2:12].[OH2:30]>>[NH2:1][C:2](=[O:3])[NH:4][c:5]1[nH:6][c:7](-[c:13]2[c:14]([O:19][CH2:27][C:28]#[N:29])[cH:15][cH:16][cH:17][cH:18]2)[cH:8][c:9]1[C:10](=[O:11])[NH2:12]. Yields the product N#CCOc1ccccc1-c1cc(C(N)=O)c(NC(N)=O)[nH]1. The reactants are ClC1=C(C=NN(C1=O)CC(=O)NC(C(=O)OCC)CC)N[C@H]1[C@@H]([C@@H]2C([C@H](C1)C2)(C)C)C (Ethyl 2-({[5-chloro-6-oxo-4-{[(1R,2R,3R,5S)-2,6,6-trimethylbicyclo[3.1.1]hept-3-yl]amino}pyridazin-1(6H)-yl]acetyl}amino)butyrate), [OH-].[Na+] (sodium hydroxide), Cl (hydrochloric acid). The solvent is O1CCOCC1 (1,4-dioxane). The product is ClC1=C(C=NN(C1=O)CC(=O)NC(C(=O)O)CC)N[C@H]1[C@@H]([C@@H]2C([C@H](C1)C2)(C)C)C (2-({[5-Chloro-6-oxo-4-{[(1R,2R,3R,5S)-2,6,6-trimethylbicyclo[3.1.1]hept-3-yl]amino}pyridazin-1(6H)-yl]acetyl}amino)butyric Acid). Reaction SMILES: [Cl:1][C:2]1[C:7](=[O:8])[N:6]([CH2:9][C:10]([NH:12][CH:13]([CH2:19][CH3:20])[C:14]([O:16]CC)=[O:15])=[O:11])[N:5]=[CH:4][C:3]=1[NH:21][C@@H:22]1[CH2:27][C@@H:26]2[CH2:28][C@@H:24]([C:25]2([CH3:30])[CH3:29])[C@H:23]1[CH3:31].[OH-].[Na+].Cl>O1CCOCC1>[Cl:1][C:2]1[C:7](=[O:8])[N:6]([CH2:9][C:10]([NH:12][CH:13]([CH2:19][CH3:20])[C:14]([OH:16])=[O:15])=[O:11])[N:5]=[CH:4][C:3]=1[NH:21][C@@H:22]1[CH2:27][C@@H:26]2[CH2:28][C@@H:24]([C:25]2([CH3:29])[CH3:30])[C@H:23]1[CH3:31] |f:1.2|. Procedure: Ethyl 2-({[5-chloro-6-oxo-4-{[(1R,2R,3R,5S)-2,6,6-trimethylbicyclo[3.1.1]hept-3-yl]amino}pyridazin-1(6H)-yl]acetyl}amino)butyrate (64 mg, 0.145 mmol) in 1,4-dioxane (2 mL) was stirred with 1 M aqueous sodium hydroxide (435 μL, 0.435 mmol) at room temperature for 2 hours. After completion of the reaction, the reaction solution was neutralized with 1 M hydrochloric acid and extracted with ethyl acetate. The extract was dried over anhydrous magnesium sulfate and evaporated under reduced pressure to... Reactants: COc1ccc(S(=O)(=O)N2CC(O)C3OC(C)(C)OC3C2C(=O)NOCc2ccccc2)cc1, CCOC(C)=O. Product: COc1ccc(S(=O)(=O)N2CC(O)C3OC(C)(C)OC3C2C(=O)NO)cc1. Reaction SMILES: [CH2:1]([c:2]1[cH:3][cH:4][cH:5][cH:6][cH:7]1)[O:8][NH:9][C:10](=[O:11])[CH:12]1[N:13]([S:24](=[O:25])(=[O:26])[c:27]2[cH:28][cH:29][c:30]([O:33][CH3:34])[cH:31][cH:32]2)[CH2:14][CH:15]([OH:23])[CH:16]2[CH:17]1[O:18][C:19]([CH3:21])([CH3:22])[O:20]2.[CH3:35][CH2:36][O:37][C:38](=[O:39])[CH3:40]>>[OH:8][NH:9][C:10](=[O:11])[CH:12]1[N:13]([S:24](=[O:25])(=[O:26])[c:27]2[cH:28][cH:29][c:30]([O:33][CH3:34])[cH:31][cH:32]2)[CH2:14][CH:15]([OH:23])[CH:16]2[CH:17]1[O:18][C:19]([CH3:21])([CH3:22])[O:20]2.